describe an organic reaction: reactants, conditions, products, and yield From a dataset of the Open Reaction Database (ORD), a public repository of structured organic reaction records. Procedure: By working in a way similar to that described in example 2 but using toluen-4-sulphonic acid 6-phenyl-hexyl ester (5.4 g, 16.24 mmoles), obtained as described in example 11, 3-methoxy-phenyl-acetonitrile (2.39 g, 16.24 mmoles), NaH (55-65%, 715 mg, 17.86 mmoles) and DMF (25 ml), 2.7 g of the title compound were obtained (yield: 54.1%). The product is COC=1C=C(C=CC1)C(C#N)CCCCCCC1=CC=CC=C1 (2-(3-Methoxy-phenyl)-8-phenyl-octan-nitrile). RXN SMILES: [C:1]1([CH2:7][CH2:8][CH2:9][CH2:10][CH2:11][CH2:12]OS(C2C=CC(C)=CC=2)(=O)=O)[CH:6]=[CH:5][CH:4]=[CH:3][CH:2]=1.[CH3:24][O:25][C:26]1[CH:27]=[C:28]([CH2:32][C:33]#[N:34])[CH:29]=[CH:30][CH:31]=1.[H-].[Na+]>CN(C=O)C>[CH3:24][O:25][C:26]1[CH:27]=[C:28]([CH:32]([CH2:12][CH2:11][CH2:10][CH2:9][CH2:8][CH2:7][C:1]2[CH:2]=[CH:3][CH:4]=[CH:5][CH:6]=2)[C:33]#[N:34])[CH:29]=[CH:30][CH:31]=1 |f:2.3|. The solvent is CN(C)C=O (DMF). The yield is 54.1%. Reactants: C1(=CC=CC=C1)CCCCCCOS(=O)(=O)C1=CC=C(C=C1)C (toluen-4-sulphonic acid 6-phenyl-hexyl ester), COC=1C=C(C=CC1)CC#N (3-methoxy-phenyl-acetonitrile), [H-].[Na+] (NaH). Starting materials: CO, COc1cc[n+](-c2ccc(Cl)cc2)cc1, O=S(=O)([O-])F, NN. Yields the product NN=c1ccn(-c2ccc(Cl)cc2)cc1, O=S(=O)(O)F. As a reaction SMILES: [CH3:23][OH:24].[Cl:6][c:7]1[cH:8][cH:9][c:10](-[n+:13]2[cH:14][cH:15][c:16]([O:19][CH3:20])[cH:17][cH:18]2)[cH:11][cH:12]1.[F:1][S:2](=[O:3])(=[O:4])[O-:5].[NH2:21][NH2:22]>>[Cl:6][c:7]1[cH:8][cH:9][c:10](-[n:13]2[cH:14][cH:15][c:16](=[N:21][NH2:22])[cH:17][cH:18]2)[cH:11][cH:12]1.[F:1][S:2](=[O:3])(=[O:4])[OH:5]. Reactants: COC(=O)C1=C(C)NC(C)=C(C(=O)O)C1c1cccc([N+](=O)[O-])c1, Cc1ccccc1, C(=NC1CCCCC1)=NC1CCCCC1, OCC=Cc1cccc(Cc2ncc[nH]2)n1. The product is COC(=O)C1=C(C)NC(C)=C(C(=O)OCC=Cc2cccc(Cc3ncc[nH]3)n2)C1c1cccc([N+](=O)[O-])c1. Reaction SMILES: [CH3:1][C:2]1=[C:7]([C:8](=[O:9])[OH:10])[CH:6]([c:11]2[cH:12][c:13]([N+:17](=[O:18])[O-:19])[cH:14][cH:15][cH:16]2)[C:5]([C:20](=[O:21])[O:22][CH3:23])=[C:4]([CH3:24])[NH:3]1.[CH3:56][c:57]1[cH:58][cH:59][cH:60][cH:61][cH:62]1.[CH:41]1([N:42]=[C:43]=[N:44][CH:45]2[CH2:46][CH2:47][CH2:48][CH2:49][CH2:50]2)[CH2:51][CH2:52][CH2:53][CH2:54][CH2:55]1.[nH:25]1[c:26]([CH2:30][c:31]2[cH:32][cH:33][cH:34][c:35]([CH:37]=[CH:38][CH2:39][OH:40])[n:36]2)[n:27][cH:28][cH:29]1>>[CH3:1][C:2]1=[C:7]([C:8](=[O:9])[O:10][CH2:39][CH:38]=[CH:37][c:35]2[cH:34][cH:33][cH:32][c:31]([CH2:30][c:26]3[nH:25][cH:29][cH:28][n:27]3)[n:36]2)[CH:6]([c:11]2[cH:12][c:13]([N+:17](=[O:18])[O-:19])[cH:14][cH:15][cH:16]2)[C:5]([C:20](=[O:21])[O:22][CH3:23])=[C:4]([CH3:24])[NH:3]1. The reactants are [BH3-]C#N, CC(=O)O, CC(C)=O, CO, O=[N+]([O-])c1ccc(OC2CCNCC2)nc1, [Na+]. Product: CC(C)N1CCC(Oc2ccc([N+](=O)[O-])cn2)CC1. As a reaction SMILES: [C:25]([BH3-:26])#[N:27].[CH3:1][C:2](=[O:3])[OH:4].[CH3:21][C:22]([CH3:23])=[O:24].[CH3:29][OH:30].[N+:5](=[O:6])([O-:7])[c:8]1[cH:9][cH:10][c:11]([O:14][CH:15]2[CH2:16][CH2:17][NH:18][CH2:19][CH2:20]2)[n:12][cH:13]1.[Na+:28]>>[N+:5](=[O:6])([O-:7])[c:8]1[cH:9][cH:10][c:11]([O:14][CH:15]2[CH2:16][CH2:17][N:18]([CH:22]([CH3:21])[CH3:23])[CH2:19][CH2:20]2)[n:12][cH:13]1.